Dataset: the Open Reaction Database (ORD), a public repository of structured organic reaction records. Task: describe an organic reaction: reactants, conditions, products, and yield Starting materials: ClC=1C=[N+](C=C(C1C[C@@H](C1=CC(=C(C=C1)OC)OC)OC(C1=CC(=CC=C1)[N+](=O)[O-])=O)Cl)[O-] ([(1S)-2-(3,5-dichloro-1-oxidopyridin-1-ium-4-yl)-1-(3,4-dimethoxyphenyl)ethyl]-3-nitrobenzoate), O.O.[Sn](Cl)(Cl)(Cl)Cl (tin chloride dihydrate). The solvent is O1CCCC1 (tetrahydrofuran). Conditions: temperature 75 celsius. Product: NC=1C=C(C(=O)O[C@@H](CC2=C(C=[N+](C=C2Cl)[O-])Cl)C2=CC(=C(C=C2)OC)OC)C=CC1 ([(15)-2-(3,5-dichloro-1-oxidopyridin-1-ium-4-yl)-1-(3,4-dimethoxyphenyl)ethyl] 3-aminobenzoate). The yield is 86.3%. Reaction SMILES: [Cl:1][C:2]1[CH:3]=[N+:4]([O-:33])[CH:5]=[C:6]([Cl:32])[C:7]=1[CH2:8][C@H:9]([O:20][C:21](=[O:31])[C:22]1[CH:27]=[CH:26][CH:25]=[C:24]([N+:28]([O-])=O)[CH:23]=1)[C:10]1[CH:15]=[CH:14][C:13]([O:16][CH3:17])=[C:12]([O:18][CH3:19])[CH:11]=1.O.O.[Sn](Cl)(Cl)(Cl)Cl>O1CCCC1>[NH2:28][C:24]1[CH:23]=[C:22]([CH:27]=[CH:26][CH:25]=1)[C:21]([O:20][C@H:9]([C:10]1[CH:15]=[CH:14][C:13]([O:16][CH3:17])=[C:12]([O:18][CH3:19])[CH:11]=1)[CH2:8][C:7]1[C:2]([Cl:1])=[CH:3][N+:4]([O-:33])=[CH:5][C:6]=1[Cl:32])=[O:31] |f:1.2.3|. Procedure: To a stirred solution of [(1S)-2-(3,5-dichloro-1-oxidopyridin-1-ium-4-yl)-1-(3,4-dimethoxyphenyl)ethyl]-3-nitrobenzoate (0.640 g, 1.30 mmol) in anhydrous tetrahydrofuran (30.0 mL) was added tin chloride dihydrate (1.18 g, 5.2 mmol). After heating at 75° C. for 16 hours, the reaction was allowed to cool to room temperature. The reaction was partitioned between ethyl acetate and sodium bicarbonate and extracted with ethyl acetate (×2). The combined organic extracts were dried on magnesium sulphate... Reactants: C(C)(C)(C)OC(=O)N1CC(CC1)C1=NC2=C(N1)C=CC(=C2)C#N (3-(5-cyano-1H-benzoimidazol-2-yl)-pyrrolidine-1-carboxylic acid tert-butyl ester), Cl (HCl). Run in CO (MeOH). Yields the product N1CC(CC1)C1=NC2=C(N1)C=CC(=C2)C#N (2-PYRROLIDIN-3-YL-1H-BENZOIMIDAZOLE-5-CARBONITRILE). Yield: 130.9%. Reaction SMILES: C(OC([N:8]1[CH2:12][CH2:11][CH:10]([C:13]2[NH:17][C:16]3[CH:18]=[CH:19][C:20]([C:22]#[N:23])=[CH:21][C:15]=3[N:14]=2)[CH2:9]1)=O)(C)(C)C.Cl>CO>[NH:8]1[CH2:12][CH2:11][CH:10]([C:13]2[NH:17][C:16]3[CH:18]=[CH:19][C:20]([C:22]#[N:23])=[CH:21][C:15]=3[N:14]=2)[CH2:9]1. Reported procedure: The 3-(5-cyano-1H-benzoimidazol-2-yl)-pyrrolidine-1-carboxylic acid tert-butyl ester (9 g, 28.8 mmol) in a solution of 4M HCl in MeOH (50 mL) was stirred at 60° C. for 1 h, then it was concentrated to give the crude product (8 g, 79%). The crude product was used in the next step without further purification. The reactants are C(C1=CC=CC=C1)OC1=NC=CC=C1C1=C(C(=O)NC)C=C(C(=C1)C(C)(C)C)OC (2-(2-benzyloxy-pyridin-3-yl)-4-tert-butyl-5-methoxy-N-methyl-benzamide). Reagents/catalysts: [Pd] (Pd/C). Run in CO (MeOH). Run at time 0.5 hour. Product: C(C)(C)(C)C1=CC(=C(C(=O)NC)C=C1OC)C=1C(NC=CC1)=O (4-tert-Butyl-5-methoxy-N-methyl-2-(2-oxo-1,2-dihydro-pyridin-3-yl)-benzamide). Reaction SMILES: C([O:8][C:9]1[C:14]([C:15]2[CH:24]=[C:23]([C:25]([CH3:28])([CH3:27])[CH3:26])[C:22]([O:29][CH3:30])=[CH:21][C:16]=2[C:17]([NH:19][CH3:20])=[O:18])=[CH:13][CH:12]=[CH:11][N:10]=1)C1C=CC=CC=1>CO.[Pd]>[C:25]([C:23]1[C:22]([O:29][CH3:30])=[CH:21][C:16]([C:17]([NH:19][CH3:20])=[O:18])=[C:15]([C:14]2[C:9](=[O:8])[NH:10][CH:11]=[CH:12][CH:13]=2)[CH:24]=1)([CH3:28])([CH3:26])[CH3:27]. Reported procedure: step 3—A mixture of 62 (95 mg) and 10% Pd/C (10 mg) in MeOH (5 mL) at RT was stirred under 1 atmosphere of H2 for 0.5 h. The catalyst was filtered off, and the filtrate was concentrated. The crude residue was purified on a preparative SiO2 TLC plate developed with 8% MeOH/DCM to afford 41 mg of I-9 as a white solid. The reactants are FC(C=1C=C(CNC2=NC=NC3=C(C=CC=C23)C(=O)OC)C=CC1)(F)F (methyl 4-{[3-(trifluoromethyl)benzyl]amino}quinazoline-8-carboxylate), [OH-].[Na+] (NaOH). The solvent is CO (MeOH). Product: FC(C=1C=C(CNC2=NC=NC3=C(C=CC=C23)C(=O)O)C=CC1)(F)F (4-{[3-(trifluoromethyl)benzyl]amino}quinazoline-8-carboxylic acid). Yield: 89.0%. Reaction SMILES: [F:1][C:2]([F:26])([F:25])[C:3]1[CH:4]=[C:5]([CH:22]=[CH:23][CH:24]=1)[CH2:6][NH:7][C:8]1[C:17]2[C:12](=[C:13]([C:18]([O:20]C)=[O:19])[CH:14]=[CH:15][CH:16]=2)[N:11]=[CH:10][N:9]=1.[OH-].[Na+]>CO>[F:26][C:2]([F:1])([F:25])[C:3]1[CH:4]=[C:5]([CH:22]=[CH:23][CH:24]=1)[CH2:6][NH:7][C:8]1[C:17]2[C:12](=[C:13]([C:18]([OH:20])=[O:19])[CH:14]=[CH:15][CH:16]=2)[N:11]=[CH:10][N:9]=1 |f:1.2|. Procedure: A solution of methyl 4-{[3-(trifluoromethyl)benzyl]amino}quinazoline-8-carboxylate (95 mg, 0.26 mmol) in 5 mL of MeOH was treated with 2N NaOH (650 μL, 1.3 mmol, 5 equiv.) under refluxing for 5 h. After removal of MeOH, water was added to the residue and pH was adjusted to ˜4 with 2N HCl. The precipitate was collected as the desired acid by filtration, and washing with water in 89% yield. 1HNMR (in DMSO): 4.96 (d, J=5.8 Hz, 2H), 7.56-7.61 (m, 1H), 7.64 (d, J=7.7 Hz, 1H), 7.70 (d, J=7.7 Hz, 1H), ... The reactants are CSC1=NN=CC=2N1C=NC2 (4-(methylthio)-imidazo[1,5-d]-as-triazine), NC1=NNC=C1 (3-aminopyrazole). Run in C1(=CC=CC=C1)C (toluene). Reaction conditions: temperature 0 celsius. The product is N1N=C(C=C1)NC1=NN=CC=2N1C=NC2 (4-(3-Pyrazolylamino)-imidazo[1,5-d]-as-triazine). RXN SMILES: CS[C:3]1[N:8]2[CH:9]=[N:10][CH:11]=[C:7]2[CH:6]=[N:5][N:4]=1.[NH2:12][C:13]1[CH:17]=[CH:16][NH:15][N:14]=1>C1(C)C=CC=CC=1>[NH:15]1[CH:16]=[CH:17][C:13]([NH:12][C:3]2[N:8]3[CH:9]=[N:10][CH:11]=[C:7]3[CH:6]=[N:5][N:4]=2)=[N:14]1. Procedure: A mixture of 6.0 gm. of 4-(methylthio)-imidazo[1,5-d]-as-triazine, 4.15 gm. of 3-aminopyrazole and 150 ml. of toluene is refluxed for 26 hours. The mixture is evaporated and the residue is heated with a mixture of 150 ml. of ethanol and 40 ml. of dimethylformamide. The mixture is cooled to 0° C. and the desired product is collected as a solid, m.p. 271°-274° C. The reactants are CC(C)=CCCC(C)=CCO, CC(=O)C=C(C)C, C1CCOC1, Cc1ccc(S(=O)(=O)O)cc1. The product is CC(=O)C=C(C)CCC=C(C)CCC=C(C)C. Reaction SMILES: [CH3:8][C:9]([CH3:10])=[CH:11][CH2:12][CH2:13][C:14]([CH3:15])=[CH:16][CH2:17][OH:18].[O:1]=[C:2]([CH3:3])[CH:4]=[C:5]([CH3:6])[CH3:7].[O:30]1[CH2:31][CH2:32][CH2:33][CH2:34]1.[c:19]1([CH3:20])[cH:21][cH:22][c:23]([S:24]([OH:25])(=[O:26])=[O:27])[cH:28][cH:29]1>>[O:1]=[C:2]([CH3:3])[CH:4]=[C:5]([CH3:6])[CH2:7][CH2:17][CH:16]=[C:14]([CH2:13][CH2:12][CH:11]=[C:9]([CH3:8])[CH3:10])[CH3:15]. Starting materials: C(C)N (ethylamine), CN(C(=O)Cl)C(=O)NC1=CC=CC=C1 (2-methyl-4-phenylallophanoyl chloride), O (water). Solvent: O1CCCC1 (tetrahydrofuran), O1CCCC1 (tetrahydrofuran). Conditions: time 1 hour. The product is C(C)NC(=O)N(C(=O)NC1=CC=CC=C1)C (1-ethyl-3-methyl-5-phenylbiuret). Yield: 80.0%. RXN SMILES: [CH2:1]([NH2:3])[CH3:2].[CH3:4][N:5]([C:9]([NH:11][C:12]1[CH:17]=[CH:16][CH:15]=[CH:14][CH:13]=1)=[O:10])[C:6](Cl)=[O:7].O>O1CCCC1>[CH2:1]([NH:3][C:6]([N:5]([CH3:4])[C:9]([NH:11][C:12]1[CH:17]=[CH:16][CH:15]=[CH:14][CH:13]=1)=[O:10])=[O:7])[CH3:2]. Procedure details: In 50 ml of anhydrous tetrahydrofuran, 9.0 g (0.2 mol) of ethylamine was dissolved, and under cooling below 0° C. with stirring, a solution prepared by dissolving 21.3 g (0.1 mol) of 2-methyl-4-phenylallophanoyl chloride into 50 ml of anhydrous tetrahydrofuran was added by drop-wise. The reaction was continued at a room temperature for 1 hour, the solvent was then removed by distillation under a reduced pressure. To the residue thus obtained was added water and the precipitate thus formed was se...